This data is from the Open Reaction Database (ORD), a public repository of structured organic reaction records. The task is: describe an organic reaction: reactants, conditions, products, and yield Reactants: C(C)OC(=O)[C@H](CCN1C(C=2C(C1=O)=CC=CC2)=O)N[C@H]2CSC1=C(N(C2=O)CC(=O)OC(C)(C)C)C=CC=C1 (tert-butyl 3(R)-[1(S)-ethoxycarbonyl-3-phthalimidopropyl]amino-4-oxo-2,3,4,5-tetrahydro-1,5-benzothiazepine-5-acetate), C(C)(=O)OCC.Cl (hydrogen chloride-ethyl acetate). Solvent: Petroleum ether. Run at time 4 hour. Yields the product Cl.C(C)OC(=O)[C@H](CCN1C(C=2C(C1=O)=CC=CC2)=O)N[C@H]2CSC1=C(N(C2=O)CC(=O)O)C=CC=C1 (3(R)-[1(S)-ethoxycarbonyl-3-phthalimidopropyl]amino-4-oxo-2,3,4,5-tetrahydro-1,5-benzothiazepine-5-acetic acid.hydrochloride). As a reaction SMILES: [CH2:1]([O:3][C:4]([C@@H:6]([NH:20][C@@H:21]1[C:27](=[O:28])[N:26]([CH2:29][C:30]([O:32]C(C)(C)C)=[O:31])[C:25]2[CH:37]=[CH:38][CH:39]=[CH:40][C:24]=2[S:23][CH2:22]1)[CH2:7][CH2:8][N:9]1[C:13](=[O:14])[C:12]2=[CH:15][CH:16]=[CH:17][CH:18]=[C:11]2[C:10]1=[O:19])=[O:5])[CH3:2].C(OCC)(=O)C.[ClH:47]>>[ClH:47].[CH2:1]([O:3][C:4]([C@@H:6]([NH:20][C@@H:21]1[C:27](=[O:28])[N:26]([CH2:29][C:30]([OH:32])=[O:31])[C:25]2[CH:37]=[CH:38][CH:39]=[CH:40][C:24]=2[S:23][CH2:22]1)[CH2:7][CH2:8][N:9]1[C:10](=[O:19])[C:11]2=[CH:18][CH:17]=[CH:16][CH:15]=[C:12]2[C:13]1=[O:14])=[O:5])[CH3:2] |f:1.2,3.4|. Procedure details: In hydrogen chloride-ethyl acetate solution (5N, 5 ml) is dissolved 0.2 g of tert-butyl 3(R)-[1(S)-ethoxycarbonyl-3-phthalimidopropyl]amino-4-oxo-2,3,4,5-tetrahydro-1,5-benzothiazepine-5-acetate, and the solution is allowed to stand at room temperature for 4 hours. Petroleum ether (100 ml) is added to the reaction solution, and the deposited precipitate is collected by filtration to give 0.18 g of 3(R)-[1(S)-ethoxycarbonyl-3-phthalimidopropyl]amino-4-oxo-2,3,4,5-tetrahydro-1,5-benzothiazepine-5-...